This data is from the Open Reaction Database (ORD), a public repository of structured organic reaction records. The task is: describe an organic reaction: reactants, conditions, products, and yield The reactants are Cc1ccccc1, CC(=O)O, N#CCC#N, O=C1CCCCC1. The product is N#CC(C#N)=C1CCCCC1. Reaction SMILES: [CH3:17][c:18]1[cH:19][cH:20][cH:21][cH:22][cH:23]1.[CH3:1][C:2](=[O:3])[OH:4].[N:5]#[C:6][CH2:7][C:8]#[N:9].[O:10]=[C:11]1[CH2:12][CH2:13][CH2:14][CH2:15][CH2:16]1>>[N:5]#[C:6][C:7]([C:8]#[N:9])=[C:11]1[CH2:12][CH2:13][CH2:14][CH2:15][CH2:16]1. Reactants: Oc1ccc(OCc2ccccc2)cc1, CN(C)C=O, Cc1nc2ccccc2nc1Cl, [H-], [H][H], [Na+]. As a reaction SMILES: [CH2:1]([c:2]1[cH:3][cH:4][cH:5][cH:6][cH:7]1)[O:8][c:9]1[cH:10][cH:11][c:12]([OH:15])[cH:13][cH:14]1.[CH3:32][N:33]([CH3:34])[CH:35]=[O:36].[Cl:20][c:21]1[n:22][c:23]2[cH:24][cH:25][cH:26][cH:27][c:28]2[n:29][c:30]1[CH3:31].[H-:16].[H:18][H:19].[Na+:17]>>[CH2:1]([c:2]1[cH:3][cH:4][cH:5][cH:6][cH:7]1)[O:8][c:9]1[cH:10][cH:11][c:12]([O:15][c:21]2[n:22][c:23]3[cH:24][cH:25][cH:26][cH:27][c:28]3[n:29][c:30]2[CH3:31])[cH:13][cH:14]1. The product is Cc1nc2ccccc2nc1Oc1ccc(OCc2ccccc2)cc1.